This data is from the Open Reaction Database (ORD), a public repository of structured organic reaction records. The task is: describe an organic reaction: reactants, conditions, products, and yield Starting materials: C(=O)C1=CC=C(C=C2C(NC(S2)=O)=O)C=C1 (5-(4-formylbenzylidene)-2,4-thiazolidinedione), FC(C1=CC(=C(C=C1)N)N)(F)F (4-trifluoromethyl-1,2-phenylenediamine). Product: O=C1SC(C(N1)=O)=CC1=CC=C(C=C1)C=1NC2=C(N1)C=CC(=C2)C(F)(F)F (2-[4-[(2,4-Dioxothiazolidin-5-ylidene)methyl]phenyl]-5-trifluoromethylbenzimidazole). As a reaction SMILES: [CH:1]([C:3]1[CH:16]=[CH:15][C:6]([CH:7]=[C:8]2[S:12][C:11](=[O:13])[NH:10][C:9]2=[O:14])=[CH:5][CH:4]=1)=O.[F:17][C:18]([F:28])([F:27])[C:19]1[CH:24]=[CH:23][C:22]([NH2:25])=[C:21]([NH2:26])[CH:20]=1>>[O:13]=[C:11]1[NH:10][C:9](=[O:14])[C:8](=[CH:7][C:6]2[CH:15]=[CH:16][C:3]([C:1]3[NH:26][C:21]4[CH:20]=[C:19]([C:18]([F:17])([F:27])[F:28])[CH:24]=[CH:23][C:22]=4[N:25]=3)=[CH:4][CH:5]=2)[S:12]1. Procedure details: 2-[4-[(2,4-Dioxothiazolidin-5-ylidene)methyl]phenyl]-5-trifluoromethylbenzimidazole was prepared from 5-(4-formylbenzylidene)-2,4-thiazolidinedione and 4-trifluoromethyl-1,2-phenylenediamine by following General Procedure 2.